Task: describe an organic reaction: reactants, conditions, products, and yield. Dataset: the Open Reaction Database (ORD), a public repository of structured organic reaction records Reactants: ClC1=C(C=C(C=C1Cl)[N+](=O)[O-])CN=C=O (2,3-dichloro-5-nitrophenylmethyl isocyanate), [H-].[Na+] (sodium hydride), NC(=CC(=O)OCC)C(F)(F)F (ethyl 3-amino-4,4,4-trifluoro-2-butenoate). Run in CN(C=O)C (N,N-dimethylformamide). Yields the product ClC1=C(C=C(C=C1Cl)[N+](=O)[O-])CN1C(NC(=CC1=O)C(F)(F)F)=O (3-(2,3-dichloro-5-nitrophenylmethyl)-6-trifluoromethyluracil). The yield is 55.8%. RXN SMILES: [Cl:1][C:2]1[C:7]([Cl:8])=[CH:6][C:5]([N+:9]([O-:11])=[O:10])=[CH:4][C:3]=1[CH2:12][N:13]=[C:14]=[O:15].[H-].[Na+].[NH2:18][C:19]([C:26]([F:29])([F:28])[F:27])=[CH:20][C:21](OCC)=[O:22]>CN(C)C=O>[Cl:1][C:2]1[C:7]([Cl:8])=[CH:6][C:5]([N+:9]([O-:11])=[O:10])=[CH:4][C:3]=1[CH2:12][N:13]1[C:21](=[O:22])[CH:20]=[C:19]([C:26]([F:29])([F:28])[F:27])[NH:18][C:14]1=[O:15] |f:1.2|. Procedure details: By the method of Example 1, Step G, 19.67 grams (0.080 mole) of 2,3-dichloro-5-nitrophenylmethyl isocyanate, 2.102 grams (0.088 mole) of sodium hydride, and 14.59 grams (0.080 mole) of ethyl 3-amino-4,4,4-trifluoro-2-butenoate were reacted in 80 mL of N,N-dimethylformamide, yielding 17.14 grams of 3-(2,3-dichloro-5-nitrophenylmethyl)-6-trifluoromethyluracil as a brown solid. The NMR spectrum was consistent with the proposed structure. This reaction was repeated. As a reaction SMILES: [CH3:20][CH2:21][NH2:22].[CH3:23][OH:24].[Cl:1][c:2]1[c:3]2[n:4][cH:5][n:6]([CH2:11][c:12]3[c:13]([Cl:19])[cH:14][cH:15][cH:16][c:17]3[Cl:18])[c:7]2[n:8][cH:9][n:10]1>>[c:2]1([NH:22][CH2:21][CH3:20])[c:3]2[n:4][cH:5][n:6]([CH2:11][c:12]3[c:13]([Cl:19])[cH:14][cH:15][cH:16][c:17]3[Cl:18])[c:7]2[n:8][cH:9][n:10]1. Yields the product CCNc1ncnc2c1ncn2Cc1c(Cl)cccc1Cl. Reactants: CCN, CO, Clc1cccc(Cl)c1Cn1cnc2c(Cl)ncnc21. Reactants: Cl (HCl), ClC1=C(C=CC=2OCOC21)C(=O)OC (methyl 4-chlorobenzo[d][1,3]dioxole-5-carboxylate), C1CCOC1 (THF), O[Li].O (LiOH.H2O). Solvent: O (H2O), O (water). Conditions: temperature 70 celsius, time 2 hour. The product is ClC1=C(C=CC=2OCOC21)C(=O)O (4-chlorobenzo[d][1,3]dioxole-5-carboxylic acid). As a reaction SMILES: [Cl:1][C:2]1[C:10]2[O:9][CH2:8][O:7][C:6]=2[CH:5]=[CH:4][C:3]=1[C:11]([O:13]C)=[O:12].C1COCC1.O[Li].O.Cl>O>[Cl:1][C:2]1[C:10]2[O:9][CH2:8][O:7][C:6]=2[CH:5]=[CH:4][C:3]=1[C:11]([OH:13])=[O:12] |f:2.3|. Procedure details: To a vial containing methyl 4-chlorobenzo[d][1,3]dioxole-5-carboxylate (395.8 mg, 1.8 mmol, 1 equiv.) in 3:1 THF:H2O (15 mL) was added LiOH.H2O (153.3 mg, 3.7 mmol, 2 equiv.). The vial was capped and the mixture was stirred at 70° C. for 2 h, diluted with water, acidified with 1M HCl to pH <3, and extracted with ethyl acetate. The combined organic layers was dried over anhydrous Na2SO4, filtered and the solvent was removed under vacuum to give a quantitative yield of 4-chlorobenzo[d][1,3]dioxole... The reactants are O=C1CCC(=O)N1Br, Cc1ccc2c(c1)OC1(CCN(C(=O)OC(C)(C)C)CC1)c1ccc(C#N)n1-2, CC(C)(C#N)N=NC(C)(C)C#N, ClC(Cl)(Cl)Cl. The product is CC(C)(C)OC(=O)N1CCC2(CC1)Oc1cc(CBr)ccc1-n1c(C#N)ccc12. Reaction SMILES: [Br:29][N:30]1[C:31](=[O:32])[CH2:33][CH2:34][C:35]1=[O:36].[C:1](#[N:2])[c:3]1[cH:4][cH:5][c:6]2[n:7]1-[c:8]1[c:9]([cH:24][c:25]([CH3:28])[cH:26][cH:27]1)[O:10][C:11]21[CH2:12][CH2:13][N:14]([C:17](=[O:18])[O:19][C:20]([CH3:21])([CH3:22])[CH3:23])[CH2:15][CH2:16]1.[C:37]([C:38]([N:39]=[N:40][C:41]([CH3:42])([CH3:43])[C:44]#[N:45])([CH3:46])[CH3:47])#[N:48].[C:49]([Cl:50])([Cl:51])([Cl:52])[Cl:53]>>[C:1](#[N:2])[c:3]1[cH:4][cH:5][c:6]2[n:7]1-[c:8]1[c:9]([cH:24][c:25]([CH2:28][Br:29])[cH:26][cH:27]1)[O:10][C:11]21[CH2:12][CH2:13][N:14]([C:17](=[O:18])[O:19][C:20]([CH3:21])([CH3:22])[CH3:23])[CH2:15][CH2:16]1. Starting materials: BrCCc1ccc(OCCOCc2ccccc2)cc1, CCOC(C)=O, CCO. Yields the product OCCOc1ccc(CCBr)cc1. As a reaction SMILES: [CH2:1]([c:2]1[cH:3][cH:4][cH:5][cH:6][cH:7]1)[O:8][CH2:9][CH2:10][O:11][c:12]1[cH:13][cH:14][c:15]([CH2:18][CH2:19][Br:20])[cH:16][cH:17]1.[CH3:21][CH2:22][O:23][C:24]([CH3:25])=[O:26].[CH3:27][CH2:28][OH:29]>>[OH:8][CH2:9][CH2:10][O:11][c:12]1[cH:13][cH:14][c:15]([CH2:18][CH2:19][Br:20])[cH:16][cH:17]1.